From a dataset of the Open Reaction Database (ORD), a public repository of structured organic reaction records. describe an organic reaction: reactants, conditions, products, and yield As a reaction SMILES: [C:1]([CH:8]1[CH2:13][C:12]2([CH2:16][NH2:17])[CH2:14][CH2:15][C:9]1([C:18]#[N:19])[CH2:10][CH2:11]2)([O:3][C:4]([CH3:7])([CH3:6])[CH3:5])=[O:2]>CO.CC(O)=O.O.O=[Pt]=O>[C:1]([CH:8]1[CH2:13][C:12]2([CH2:16][NH2:17])[CH2:11][CH2:10][C:9]1([CH2:18][NH2:19])[CH2:15][CH2:14]2)([O:3][C:4]([CH3:7])([CH3:6])[CH3:5])=[O:2]. The product is C(=O)(OC(C)(C)C)C1C2(CCC(C1)(CC2)CN)CN (Boc-4-aminomethylbicyclo-[2.2.2]octane methylamine). Reactants: C(=O)(OC(C)(C)C)C1C2(CCC(C1)(CC2)CN)C#N (Boc-4-aminomethylbicyclo-[2.2.2]octane nitrile). The reagents and catalysts are O=[Pt]=O (PtO2). Solvent: CO (CH3OH), CC(=O)O (HOAc), O (H2O). Reported procedure: A solution of 6.75 g (25.5 mmol) of the product from step D in 200 ml of CH3OH plus 4 ml of HOAc and 2 ml of H2O was hydrogenated over 1.63 g of PtO2 in a Parr shaker at 55 psi for 22 hr. The catalyst was removed by filtration through Celite, and the filtrate was concentrated in vacuo to an oily residue, which was flushed/evaporated with CH3OH (1×) and CH2Cl2 (2×). Product began to crystallize toward the end of the evaporation, and ether (up to 300 ml) was added to complete the precipitation. Th... Isolated yield 89.9%. Run at temperature 80 celsius. As a reaction SMILES: Cl[C:2]1[CH:7]=[CH:6][CH:5]=[CH:4][CH:3]=1.[C:8]1([NH:14][CH2:15][CH2:16][CH2:17][CH2:18][NH2:19])[CH:13]=[CH:12][CH:11]=[CH:10][CH:9]=1.CC([O-])(C)C.[Na+]>O1CCOCC1>[C:2]1([NH:19][CH2:18][CH2:17][CH2:16][CH2:15][NH:14][C:8]2[CH:13]=[CH:12][CH:11]=[CH:10][CH:9]=2)[CH:7]=[CH:6][CH:5]=[CH:4][CH:3]=1 |f:2.3|. Yields the product C1(=CC=CC=C1)NCCCCNC1=CC=CC=C1 (N1,N4-diphenylbutane-1,4-diamine). Reported procedure: Following general procedure F, a mixture of chlorobenzene (51 μL, 0.5 mmol), N1-phenylbutane-1,4-diamine (98 mg, 0.6 mmol), NaOt-Bu (97 mg, 1.0 mmol), 10 (4 mg, 1 mol %), 1 (2.5 mg, 1 mol %), and dioxane (0.5 mL) was heated to 80° C. for 2 h. The crude product was purified via the Biotage SP4 (silica-packed 50 g snap; 0-75% EtOAc/hexanes) to provide the title compound as a clear oil (108 mg, 91%). 1H NMR (300 MHz, CDCl3) δ: 7.28 (t, J=7.0 Hz, 4H), 6.80 (t, J=7.0 Hz, 2H), 6.68 (d, J=7.0 Hz, 4H), ... The reactants are ClC1=CC=CC=C1 (chlorobenzene), C1(=CC=CC=C1)NCCCCN (N1-phenylbutane-1,4-diamine), CC(C)(C)[O-].[Na+] (NaOt-Bu). Solvent: O1CCOCC1 (dioxane). The reactants are CC(C)c1nc(CCl)co1, CCOP(OCC)OCC. Product: CCOP(=O)(Cc1coc(C(C)C)n1)OCC. Reaction SMILES: [Cl:1][CH2:2][c:3]1[n:4][c:5]([CH:8]([CH3:9])[CH3:10])[o:6][cH:7]1.[P:11]([O:12][CH2:13][CH3:14])([O:15][CH2:16][CH3:17])[O:18][CH2:19][CH3:20]>>[CH2:2]([c:3]1[n:4][c:5]([CH:8]([CH3:9])[CH3:10])[o:6][cH:7]1)[P:11]([O:12][CH2:13][CH3:14])([O:15][CH2:16][CH3:17])=[O:18]. Reactants: B.C1CCOC1 (BH3.THF), B1(N2CCC[C@H]2C(O1)(C3=CC=CC=C3)C4=CC=CC=C4)C ((S)-2-methyl-CBS-oxazaborolidine), FC1=CC=C(C=C1)C(CCC(=O)OC)=O (methyl 4-(4-fluorophenyl)-4-oxobutanoate). The solvent is C1CCOC1 (THF), C1CCOC1 (THF). Conditions: time 5 minute. Yields the product FC1=CC=C(C=C1)[C@@H](CCC(=O)OC)O ((R)-Methyl 4-(4-fluorophenyl)-4-hydroxybutanoate). Isolated yield 84.3%. Reaction SMILES: B.C1COCC1.B1(C)OC(C2C=CC=CC=2)(C2C=CC=CC=2)[C@H]2N1CCC2.[F:28][C:29]1[CH:34]=[CH:33][C:32]([C:35](=[O:42])[CH2:36][CH2:37][C:38]([O:40][CH3:41])=[O:39])=[CH:31][CH:30]=1>C1COCC1>[F:28][C:29]1[CH:30]=[CH:31][C:32]([C@H:35]([OH:42])[CH2:36][CH2:37][C:38]([O:40][CH3:41])=[O:39])=[CH:33][CH:34]=1 |f:0.1|. Procedure details: To a solution of BH3.THF (1M, 5.7 mL, 5.7 mmol) in 40 mL anhydrous THF was dropwise added at room temperature (S)-2-methyl-CBS-oxazaborolidine (952 μL, 0.952 mmol, 1M in toluene). After stirring for 5 minutes, methyl 4-(4-fluorophenyl)-4-oxobutanoate (2.0 g, 9.5 mmol) was added as a solution in 25 mL THF. The reaction mixture was stirred for 30 min at room temperature and then quenched by the slow addition of saturated aqueous ammonium chloride (60 mL) The resulting mixture was extracted with et... Reactants: CO, N, CCCNC1CCC2(CC1)OCCO2. Yields the product NC1CCC2(CC1)OCCO2. Reaction SMILES: [CH3:16][OH:17].[NH3:15].[O:1]1[CH2:2][CH2:3][O:4][C:5]12[CH2:6][CH2:7][CH:8]([NH:11][CH2:12][CH2:13][CH3:14])[CH2:9][CH2:10]2>>[O:1]1[CH2:2][CH2:3][O:4][C:5]12[CH2:6][CH2:7][CH:8]([NH2:11])[CH2:9][CH2:10]2. Reactants: C1(=CC=CC=C1)[C@@]1(N(C(N(C1=O)[C@H](C(=O)O)CC(C)C)=O)CC1=CC=C(C=C1)C1=CC=CC=C1)C ((S)-2-((S)-4-phenyl-3-((4-biphenylyl)methyl)-4-methyl-2,5-dioxoimidazolidin-1-yl)-2-(2-methylpropyl)acetic acid), BrC1=CC=C(C=C1)[C@@]1(NC(N(C1=O)[C@H](C(=O)OC(C)(C)C)CC(C)C)=O)C (tert-Butyl (S)-2-((S)-4-(4-bromophenyl)-4-methyl-2,5-dioxoimidazolidin-1-yl)-2-(2-methylpropyl)acetate), C1(=CC=CC=C1)C1=CC=C(CBr)C=C1 (4-phenylbenzyl bromide), C1(=CC=CC=C1)[C@@]1(N(C(N(C1=O)[C@H](C(=O)[O-])CC(C)C)=O)CC1=CC=CC=C1)C ((S)-2-((S)-4-Phenyl-3-benzyl-4-methyl-2,5-dioxoimidazolidin-1-yl)-2-(2-methylpropyl)acetate), N[C@@H](CC(=O)OC(C)(C)C)C1=CC2=C(C=C1)OCO2 (tert-butyl (S)-3-amino-3-(3,4-methylenedioxyphenyl)propionate), tert-butyl ester, FC(C(=O)O)(F)F (trifluoroacetic acid). The product is C1(=CC=CC=C1)[C@@]1(N(C(N(C1=O)[C@H](C(=O)N[C@@H](CC(=O)O)C1=CC2=C(C=C1)OCO2)CC(C)C)=O)CC2=CC=C(C=C2)C2=CC=CC=C2)C ((S)-3-((S)-2-((S)-4-Phenyl-3-((4-biphenylyl)methyl)-4-methyl-2,5-dioxoimidazolidin-1-yl)-2-(2-methylpropyl)acetylamino)-3-(3,4-methylenedioxyphenyl)propionic acid). Reaction SMILES: [C:1]1([C@@:7]2([CH3:35])[C:11](=[O:12])[N:10]([C@@H:13]([CH2:17][CH:18]([CH3:20])[CH3:19])[C:14]([OH:16])=O)[C:9](=[O:21])[N:8]2[CH2:22][C:23]2[CH:28]=[CH:27][C:26]([C:29]3[CH:34]=[CH:33][CH:32]=[CH:31][CH:30]=3)=[CH:25][CH:24]=2)[CH:6]=[CH:5][CH:4]=[CH:3][CH:2]=1.BrC1C=CC([C@@]2(C)C(=O)N([C@@H](CC(C)C)C(OC(C)(C)C)=O)C(=O)N2)=CC=1.C1(C2C=CC(CBr)=CC=2)C=CC=CC=1.C1([C@@]2(C)C(=O)N([C@@H](CC(C)C)C([O-])=O)C(=O)N2CC2C=CC=CC=2)C=CC=CC=1.[NH2:106][C@H:107]([C:116]1[CH:121]=[CH:120][C:119]2[O:122][CH2:123][O:124][C:118]=2[CH:117]=1)[CH2:108][C:109]([O:111]C(C)(C)C)=[O:110].FC(F)(F)C(O)=O>>[C:1]1([C@@:7]2([CH3:35])[C:11](=[O:12])[N:10]([C@@H:13]([CH2:17][CH:18]([CH3:19])[CH3:20])[C:14]([NH:106][C@H:107]([C:116]3[CH:121]=[CH:120][C:119]4[O:122][CH2:123][O:124][C:118]=4[CH:117]=3)[CH2:108][C:109]([OH:111])=[O:110])=[O:16])[C:9](=[O:21])[N:8]2[CH2:22][C:23]2[CH:24]=[CH:25][C:26]([C:29]3[CH:30]=[CH:31][CH:32]=[CH:33][CH:34]=3)=[CH:27][CH:28]=2)[CH:6]=[CH:5][CH:4]=[CH:3][CH:2]=1. Procedure details: (by reaction of (S)-2-((S)-4-phenyl-3-((4-biphenylyl)methyl)-4-methyl-2,5-dioxoimidazolidin-1-yl)-2-(2-methylpropyl)acetic acid (obtainable by reaction of 169.2 with 4-phenylbenzyl bromide analogously to the synthesis of 169.3 and subsequent reactions analogously to the preparation of 169.5) with tert-butyl (S)-3-amino-3-(3,4-methylenedioxyphenyl)propionate and subsequent cleavage of the tert-butyl ester with trifluoroacetic acid) Starting materials: [Cl-].[NH4+] (ammonium chloride), S(=O)(=O)([O-])[O-].[Na+].[Na+] (sodium sulphate). Yields the product S(=O)(=O)([O-])[O-].[NH4+].[NH4+] (ammonium sulphate), [Na+].[Cl-] (NaCl). RXN SMILES: [Cl-:1].[NH4+:2].[S:3]([O-:7])([O-:6])(=[O:5])=[O:4].[Na+:8].[Na+]>>[S:3]([O-:7])([O-:6])(=[O:5])=[O:4].[NH4+:2].[NH4+:2].[Na+:8].[Cl-:1] |f:0.1,2.3.4,5.6.7,8.9|. Procedure details: It is also known that ammonium chloride and sodium sulphate can be produced from ammonium sulphate and salt (NaCl). According to this reaction, one would expect to produce disodium phosphate and ammonium chloride from sodium chloride and diammonium phosphate if the Na/P molar ratio is 2.